From a dataset of the Open Reaction Database (ORD), a public repository of structured organic reaction records. describe an organic reaction: reactants, conditions, products, and yield The reactants are BrC1=C(C=CC=C1)CCC#N (3-(2-bromophenyl)propanenitrile), B (borane). Solvent: O1CCCC1 (tetrahydrofuran). Conditions: time 8 hour. Yields the product BrC1=C(C=CC=C1)CCCN (3-(2-Bromophenyl)propan-1-amine). As a reaction SMILES: [Br:1][C:2]1[CH:7]=[CH:6][CH:5]=[CH:4][C:3]=1[CH2:8][CH2:9][C:10]#[N:11].B>O1CCCC1>[Br:1][C:2]1[CH:7]=[CH:6][CH:5]=[CH:4][C:3]=1[CH2:8][CH2:9][CH2:10][NH2:11]. Procedure details: Into a 250-mL 3-necked round-bottom flask, was placed a solution of 3-(2-bromophenyl)propanenitrile (2.1 g, 10.00 mmol, 1.00 equiv) in tetrahydrofuran (20 mL). This was followed by the addition of borane (1 mol/L in THF, 50 mL, 5.00 equiv) dropwise with stiffing at 0° C. The resulting solution was stirred for overnight at room temperature. The reaction was then quenched by the addition of 50 mL of water at 0° C. and extracted with 3×50 mL of ethyl acetate. The organic layers were combined and dr... The reactants are CO (Methanol), BrC=1C(NC(N(C1)[C@@H]1O[C@@]([C@H]([C@@]1(C)F)O)(CO)F)=O)=O (5-bromo-1-((2R,3R,4S,5S)-3,5-difluoro-4-hydroxy-5-hydroxymethyl-3-methyl-tetrahydro-furan-2-yl)-1H-pyrimidine-2,4-dione), ClC1=C(C2=CC=CC=C2C=C1)OP(=O)=N[C@H](C(=O)OC(C)C)C ((2S)-isopropyl 2-(chloro(naphthalen-1-yloxy)phosphorylamino)propanoate), C(C)(C)(C)[Mg]Cl (tert-butylmagnesium chloride). The solvent is C1CCOC1 (THF), C1CCOC1 (THF), C1CCOC1 (THF). Conditions: temperature 0 celsius, time 15 minute. The product is C(C)(C)OC([C@H](C)N=P(=O)OC1=C(C=CC2=CC=CC=C12)OC[C@]1(O[C@H]([C@]([C@@H]1O)(C)F)N1C(NC(C(=C1)Br)=O)=O)F)=O ((S)-2-[[(2S,3S,4R,5R)-5-(5-bromo-2,4-dioxo-3,4-dihydro-2H-pyrimidin-1-yl)-2,4-difluoro-3-hydroxy-4-methyl-tetrahydro-furan-2-ylmethoxy]-(naphthalen-1-yloxy)-phosphorylamino]-propionic acid isopropyl ester). Yield: 53.0%. As a reaction SMILES: [Br:1][C:2]1[C:3](=[O:20])[NH:4][C:5](=[O:19])[N:6]([C@H:8]2[C@@:12]([F:14])([CH3:13])[C@H:11]([OH:15])[C@@:10]([F:18])([CH2:16][OH:17])[O:9]2)[CH:7]=1.C([Mg]Cl)(C)(C)C.Cl[C:28]1[CH:37]=[CH:36][C:35]2[C:30](=[CH:31][CH:32]=[CH:33][CH:34]=2)[C:29]=1[O:38][P:39](=[N:41][C@@H:42]([CH3:49])[C:43]([O:45][CH:46]([CH3:48])[CH3:47])=[O:44])=[O:40].CO>C1COCC1>[CH:46]([O:45][C:43](=[O:44])[C@@H:42]([N:41]=[P:39]([O:38][C:29]1[C:30]2[C:35](=[CH:34][CH:33]=[CH:32][CH:31]=2)[CH:36]=[CH:37][C:28]=1[O:17][CH2:16][C@:10]1([F:18])[C@@H:11]([OH:15])[C@:12]([F:14])([CH3:13])[C@H:8]([N:6]2[CH:7]=[C:2]([Br:1])[C:3](=[O:20])[NH:4][C:5]2=[O:19])[O:9]1)=[O:40])[CH3:49])([CH3:47])[CH3:48]. Procedure: To a solution of chiral 5-bromo-1-((2R,3R,4S,5S)-3,5-difluoro-4-hydroxy-5-hydroxymethyl-3-methyl-tetrahydro-furan-2-yl)-1H-pyrimidine-2,4-dione (50 mg, 0.14 mmol) prepared in Preparation 7 in THF (3 ml) at 0° C. was added a THF solution (Aldrich, 1 M) of tert-butylmagnesium chloride (0.35 mL, 0.35 mmol) dropwise. The mixture was stirred at 0° C. for 15 min, followed by the addition of THF solution (0.5 M) of (2S)-isopropyl 2-(chloro(naphthalen-1-yloxy)phosphorylamino)propanoate prepared in Examp... The reactants are C1(CCCCC1)C[C@@H]([C@H](C[C@H](C\C=C\C(NCCC1=CC=CC=C1)=O)C(C)C)O)NC(=O)[C@H](CC=1N=CNC1)NC(=O)[C@H](CC1=CC=CC=C1)NC(OC(C)(C)C)=O (t-butyl [(S)-[[(S)-1-[[(1S,2S,4S,E)-1-(cyclohexylmethyl)-2-hydroxy-4-isopropyl-7-(phenethylcarbamoyl)-6-heptenyl]carbamoyl]-2-imidazol-4-ylethyl]carbamoyl]phenethyl]carbamate). The reagents and catalysts are [Pd] (palladium on charcoal). The solvent is CO (methanol). Run at time 7 hour. The product is C1(CCCCC1)C[C@@H]([C@H](C[C@H](CCCC(NCCC1=CC=CC=C1)=O)C(C)C)O)NC(=O)[C@H](CC=1N=CNC1)NC(=O)[C@H](CC1=CC=CC=C1)NC(OC(C)(C)C)=O (t-butyl [(S)-α-[[(S)-1-[[(1S,2S,4S)-1-(cyclohexylmethyl)-2-hydroxy-4-isopropyl-7-(phenethylcarbamoyl)heptyl]carbamoyl]-2-imidazol-4-ylethyl]carbamoyl]phenethyl]carbamate). The yield is 79.9%. Reaction SMILES: [CH:1]1([CH2:7][C@H:8]([NH:30][C:31]([C@@H:33]([NH:40][C:41]([C@@H:43]([NH:51][C:52](=[O:58])[O:53][C:54]([CH3:57])([CH3:56])[CH3:55])[CH2:44][C:45]2[CH:50]=[CH:49][CH:48]=[CH:47][CH:46]=2)=[O:42])[CH2:34][C:35]2[N:36]=[CH:37][NH:38][CH:39]=2)=[O:32])[C@@H:9]([OH:29])[CH2:10][C@@H:11]([CH:26]([CH3:28])[CH3:27])[CH2:12]/[CH:13]=[CH:14]/[C:15](=[O:25])[NH:16][CH2:17][CH2:18][C:19]2[CH:24]=[CH:23][CH:22]=[CH:21][CH:20]=2)[CH2:6][CH2:5][CH2:4][CH2:3][CH2:2]1>CO.[Pd]>[CH:1]1([CH2:7][C@H:8]([NH:30][C:31]([C@@H:33]([NH:40][C:41]([C@@H:43]([NH:51][C:52](=[O:58])[O:53][C:54]([CH3:55])([CH3:57])[CH3:56])[CH2:44][C:45]2[CH:46]=[CH:47][CH:48]=[CH:49][CH:50]=2)=[O:42])[CH2:34][C:35]2[N:36]=[CH:37][NH:38][CH:39]=2)=[O:32])[C@@H:9]([OH:29])[CH2:10][C@@H:11]([CH:26]([CH3:28])[CH3:27])[CH2:12][CH2:13][CH2:14][C:15](=[O:25])[NH:16][CH2:17][CH2:18][C:19]2[CH:24]=[CH:23][CH:22]=[CH:21][CH:20]=2)[CH2:6][CH2:5][CH2:4][CH2:3][CH2:2]1. Procedure details: 80 mg (0.10 mmol) of t-butyl [(S)-[[(S)-1-[[(1S,2S,4S,E)-1-(cyclohexylmethyl)-2-hydroxy-4-isopropyl-7-(phenethylcarbamoyl)-6-heptenyl]carbamoyl]-2-imidazol-4-ylethyl]carbamoyl]phenethyl]carbamate are dissolved in 1 ml of methanol and, after the addition of 0.015 g of palladium on charcoal (5%), hydrogenated for 7 hours at room temperature and atmospheric pressure. After completion of the hydrogen uptake the catalyst is filtered off and the filtrate is evaporated under reduced pressure, whereby t... Reactants: C(C)(=O)OCC (ethyl acetate), CI (Methyl iodide), ClC=1C=CC2=C(C(N(CC(N2)=O)C(C)(C)C)=O)C1 (7-chloro-4-tert-butyl-3,4-dihydro-1H-1,4-benzodiazepine-2,5-dione), C([O-])([O-])=O.[K+].[K+] (potassium carbonate). Solvent: O1CCCC1 (tetrahydrofuran), hexanes. Run at time 16 hour. The product is C(C)(C)(C)N1CC(=NC2=C(C1=O)C=C(C=C2)Cl)OC (4-Tert-butyl-7-chloro-3,4-dihydro-2-methoxy-5H-1,4-benzodiazepin-5-one). Isolated yield 118.1%. RXN SMILES: CI.[Cl:3][C:4]1[CH:5]=[CH:6][C:7]2[NH:13][C:12](=[O:14])[CH2:11][N:10]([C:15]([CH3:18])([CH3:17])[CH3:16])[C:9](=[O:19])[C:8]=2[CH:20]=1.[C:21](=O)([O-])[O-].[K+].[K+].C(OCC)(=O)C>O1CCCC1>[C:15]([N:10]1[C:9](=[O:19])[C:8]2[CH:20]=[C:4]([Cl:3])[CH:5]=[CH:6][C:7]=2[N:13]=[C:12]([O:14][CH3:21])[CH2:11]1)([CH3:17])([CH3:16])[CH3:18] |f:2.3.4|. Reported procedure: Methyl iodide (233 μL, 3.7 mmol) is added to a mixture of 7-chloro-4-tert-butyl-3,4-dihydro-1H-1,4-benzodiazepine-2,5-dione (0.5 g, 1.9 mmol) and potassium carbonate (1.04 g, 7.5 mmol) in tetrahydrofuran. The reaction mixture is stirred at room temperature for 16 hours, heated at reflux for 90 hours, filtered through diatomaceous earth and concentrated in vacuo to obtain a residue. Flash column chromatography of the residue using silica gel and 33% to 50% ethyl acetate in hexanes solutions gives...